From a dataset of the Open Reaction Database (ORD), a public repository of structured organic reaction records. describe an organic reaction: reactants, conditions, products, and yield Starting materials: N (ammonia), CN1C[C@H](C[C@@H]2C=3C=CC=C4NCC(C[C@@H]12)C34)NC(N(CC)CC)=O (3-(2,3-dihydro-6-methyl-8α-ergolinyl)-1,1-diethylurea), solution, [N+](=O)(O)[O-] (nitric acid). Run in S(O)(O)(=O)=O (sulfuric acid), S(O)(O)(=O)=O (sulfuric acid). Run at time 15 minute. The product is CN1C[C@H](C[C@@H]2C=3C=C(C=C4NCC(C[C@@H]12)C34)[N+](=O)[O-])NC(N(CC)CC)=O (3-(2,3-dihydro-6-methyl-13-nitro-8α-ergolinyl)-1,1-diethylurea). The yield is 71.0%. RXN SMILES: [CH3:1][N:2]1[C@H:16]2[C@@H:6]([C:7]3[CH:8]=[CH:9][CH:10]=[C:11]4[C:17]=3[CH:14]([CH2:15]2)[CH2:13][NH:12]4)[CH2:5][C@H:4]([NH:18][C:19](=[O:25])[N:20]([CH2:23][CH3:24])[CH2:21][CH3:22])[CH2:3]1.[N+:26]([O-])([OH:28])=[O:27].N>S(=O)(=O)(O)O>[CH3:1][N:2]1[C@H:16]2[C@@H:6]([C:7]3[CH:8]=[C:9]([N+:26]([O-:28])=[O:27])[CH:10]=[C:11]4[C:17]=3[CH:14]([CH2:15]2)[CH2:13][NH:12]4)[CH2:5][C@H:4]([NH:18][C:19](=[O:25])[N:20]([CH2:23][CH3:24])[CH2:21][CH3:22])[CH2:3]1. Procedure: Under ice cooling, 10 mmol of 3-(2,3-dihydro-6-methyl-8α-ergolinyl)-1,1-diethylurea is dissolved in 100 ml of concentrated sulfuric acid; 7 ml of a solution of 10 ml of 65% nitric acid in 90 ml of concentrated sulfuric acid is added thereto, and the mixture is stirred for 15 minutes in an ice bath. The reaction solution is then slowly introduced dropwise into ice, made alkaline under ice cooling with 32% ammonia solution, and extracted by shaking with methylene chloride. After washing the organi... Starting materials: ice water, N1=CC=CC=C1 (Pyridine), [N+](=O)([O-])C1=C(C#N)C(=CC=C1)[N+](=O)[O-] (2,6-dinitrobenzonitrile), C1(=CC=CC=C1)S (thiophenol), C(=O)([O-])[O-].[K+].[K+] (K2CO3). Solvent: O (H2O), CN(C)C=O (DMF). Run at time 0.5 hour. The product is [N+](=O)([O-])C1=C(C#N)C(=CC=C1)SC1=CC=CC=C1 (2-nitro-6-(phenylthio)benzonitrile). Yield: 75.7%. Reaction SMILES: [N+]([C:4]1[CH:11]=[CH:10][CH:9]=[C:8]([N+:12]([O-:14])=[O:13])[C:5]=1[C:6]#[N:7])([O-])=O.[C:15]1([SH:21])[CH:20]=[CH:19][CH:18]=[CH:17][CH:16]=1.C([O-])([O-])=O.[K+].[K+].N1C=CC=CC=1>CN(C=O)C.O>[N+:12]([C:8]1[CH:9]=[CH:10][CH:11]=[C:4]([S:21][C:15]2[CH:20]=[CH:19][CH:18]=[CH:17][CH:16]=2)[C:5]=1[C:6]#[N:7])([O-:14])=[O:13] |f:2.3.4|. Procedure details: An ice water bath-cooled mixture of 2.0 g (0.01 mol) of 2,6-dinitrobenzonitrile (Lancaster Synthesis, Inc., Windham, N.H. 03087), 1.06 ml (0.01 mol) of thiophenol, and 1.44 g (0.01 mol) of anhydrous K2CO3 in 50 mL of DMF was stirred for 0.5 h. Pyridine was added to the reaction mixture until it became basic, and was followed by the addition of approximately 100 mL of H2O. The yellow precipitate was collected by filtration, washed with 1N NaOH, water and dried to give 1.94 g (89%) of 2-nitro-6-(p... Reactants: ClC1=CC=C(C(=O)C2=CC=C(CN3C=CC4=C3C(=NNC4=O)Cl)C=C2)C=C1 (1-[4-(4-chlorobenzoyl)benzyl]-7-chloropyrrolo [2,3-d]pyridazin-4(5H)-one), C([O-])([O-])=O.[K+].[K+] (potassium carbonate), CI (methyl iodide). Run in CN(C)C=O (DMF), O (water). Reaction conditions: time 16 hour. Yields the product ClC1=CC=C(C(=O)C2=CC=C(CN3C=CC4=C3C(=NN(C4=O)C)Cl)C=C2)C=C1 (1-[4-(4-Chlorobenzoyl)benzyl]-5-methyl-7-chloropyrrolo [2,3-d]pyridazin-4(5H)-one). Isolated yield 79.6%. RXN SMILES: [Cl:1][C:2]1[CH:27]=[CH:26][C:5]([C:6]([C:8]2[CH:25]=[CH:24][C:11]([CH2:12][N:13]3[C:17]4[C:18]([Cl:23])=[N:19][NH:20][C:21](=[O:22])[C:16]=4[CH:15]=[CH:14]3)=[CH:10][CH:9]=2)=[O:7])=[CH:4][CH:3]=1.[C:28](=O)([O-])[O-].[K+].[K+].CI>CN(C=O)C.O>[Cl:1][C:2]1[CH:3]=[CH:4][C:5]([C:6]([C:8]2[CH:25]=[CH:24][C:11]([CH2:12][N:13]3[C:17]4[C:18]([Cl:23])=[N:19][N:20]([CH3:28])[C:21](=[O:22])[C:16]=4[CH:15]=[CH:14]3)=[CH:10][CH:9]=2)=[O:7])=[CH:26][CH:27]=1 |f:1.2.3|. Procedure: In DMF (15 ml) was dissolved 1-[4-(4-chlorobenzoyl)benzyl]-7-chloropyrrolo [2,3-d]pyridazin-4(5H)-one (352 mg) followed by addition of potassium carbonate (858 mg). Then, methyl iodide (0.06 ml) was added and the mixture was stirred at room temperature for 16 hours. The reaction mixture was diluted with water (30 ml) and extracted with ethyl acetate (200 ml). The organic layer was washed with water (100 ml) 3 times and saturated aqueous NaCl solution once and dried over anhydrous magnesium sulfa... Starting materials: [N+](=O)([O-])C=1C=NC2=CC=CC=C2C1NCCCCCC(=O)OCC (ethyl 6-(3-nitroquinolin-4-ylamino)hexanoate), [H][H] (hydrogen). Reagents/catalysts: [Pd] (palladium on carbon). Solvent: C(C)O (ethanol). Reaction conditions: time 15 hour. The product is NC=1C=NC2=CC=CC=C2C1NCCCCCC(=O)OCC (ethyl 6-(3-aminoquinolin-4-ylamino)hexanoate). Isolated yield 75.3%. As a reaction SMILES: [N+:1]([C:4]1[CH:5]=[N:6][C:7]2[C:12]([C:13]=1[NH:14][CH2:15][CH2:16][CH2:17][CH2:18][CH2:19][C:20]([O:22][CH2:23][CH3:24])=[O:21])=[CH:11][CH:10]=[CH:9][CH:8]=2)([O-])=O.[H][H]>[Pd].C(O)C>[NH2:1][C:4]1[CH:5]=[N:6][C:7]2[C:12]([C:13]=1[NH:14][CH2:15][CH2:16][CH2:17][CH2:18][CH2:19][C:20]([O:22][CH2:23][CH3:24])=[O:21])=[CH:11][CH:10]=[CH:9][CH:8]=2. Procedure details: A Parr hydrogenation vessel was charged with ethyl 6-(3-nitroquinolin-4-ylamino)hexanoate (14.4 g, 43.2 mmol), 10% palladium on carbon catalyst (1.0 g), and ethanol (250 mL); placed on a Parr shaker; and the system pressurized to 40 psi (2.7×105 Pa) hydrogen. After shaking for 15 hours, the reaction mixture was filtered through CELITE filter agent and concentrated under reduced pressure to provide ethyl 6-(3-aminoquinolin-4-ylamino)hexanoate as a dark oil (9.8 g) that was used directly in the ne... Yields the product NC=1N=C(C(=NC1NCCCC)C=1C=CC(N(N1)C(C)C)=O)C1=CC=CC=C1 (6-[5-amino-6-(butylamino)-3-phenyl-2-pyrazinyl]-2-isopropyl-3(2H)-pyridazinone). Reported procedure: In a sealed tube, a mixture of 6-(5-amino-6-bromo-3-phenyl-2-pyrazinyl)-2-isopropyl-3(2H)-pyridazinone (150 mg) and butylamine (0.116 ml) in 1,3-dimethyl-2-imidazolidinone (0.3 ml) was heated at 120-125° C. for 50 hours. After addition of water (3 ml), a precipitate was collected by filtration and purified by column chromatography on silica gel eluting with a mixture of n-hexane and EtOAc (50:50 v/v) to give a solid. The solid was suspended in acetone to give 6-[5-amino-6-(butylamino)-3-phenyl-2... Starting materials: NC=1N=C(C(=NC1Br)C=1C=CC(N(N1)C(C)C)=O)C1=CC=CC=C1 (6-(5-amino-6-bromo-3-phenyl-2-pyrazinyl)-2-isopropyl-3(2H)-pyridazinone), C(CCC)N (butylamine), O (water). Conditions: temperature 122.5 celsius. Reaction SMILES: [NH2:1][C:2]1[N:3]=[C:4]([C:19]2[CH:24]=[CH:23][CH:22]=[CH:21][CH:20]=2)[C:5]([C:9]2[CH:10]=[CH:11][C:12](=[O:18])[N:13]([CH:15]([CH3:17])[CH3:16])[N:14]=2)=[N:6][C:7]=1Br.[CH2:25]([NH2:29])[CH2:26][CH2:27][CH3:28].O>CN1CCN(C)C1=O.CC(C)=O>[NH2:1][C:2]1[N:3]=[C:4]([C:19]2[CH:24]=[CH:23][CH:22]=[CH:21][CH:20]=2)[C:5]([C:9]2[CH:10]=[CH:11][C:12](=[O:18])[N:13]([CH:15]([CH3:17])[CH3:16])[N:14]=2)=[N:6][C:7]=1[NH:29][CH2:25][CH2:26][CH2:27][CH3:28]. Run in CC(=O)C (acetone), CN1C(N(CC1)C)=O (1,3-dimethyl-2-imidazolidinone). Reactants: O1C(CN2C(C=3C(C2=O)=CC=CC3)=O)C1 (N-(2,3-epoxypropyl)phthalimide), [N+](=O)([O-])C=1NC=CN1 (2-nitroimidazole), C([O-])([O-])=O.[K+].[K+] (potassium carbonate), O (water). The solvent is C(C)O (ethanol). Product: C1(C=2C(C(N1CC(CN1C(=NC=C1)[N+](=O)[O-])O)=O)=CC=CC2)=O (1-(3-Phthalimido-2-hydroxy propyl)-2-nitroimidazole). As a reaction SMILES: [O:1]1[CH2:15][CH:2]1[CH2:3][N:4]1[C:8](=[O:9])[C:7]2=[CH:10][CH:11]=[CH:12][CH:13]=[C:6]2[C:5]1=[O:14].[N+:16]([C:19]1[NH:20][CH:21]=[CH:22][N:23]=1)([O-:18])=[O:17].C(=O)([O-])[O-].[K+].[K+].O>C(O)C>[C:8]1(=[O:9])[N:4]([CH2:3][CH:2]([OH:1])[CH2:15][N:20]2[CH:21]=[CH:22][N:23]=[C:19]2[N+:16]([O-:18])=[O:17])[C:5](=[O:14])[C:6]2=[CH:13][CH:12]=[CH:11][CH:10]=[C:7]12 |f:2.3.4|. Procedure details: To a solution of N-(2,3-epoxypropyl)phthalimide (commercially available, 20.3 g, 0.1 mol) in ethanol (200 mL), 2-nitroimidazole (11.3 g, 0.1 mol) and potassium carbonate (1.2 g) were added and the reaction mixture was refluxed for 6 hrs. The reaction mixture was cooled and poured into water (700 ml) and the yellow solid formed was filtered and dried. Yield 28.2 g (89%). It was recrystallized from methanol. mp. 213°-214° C.